From a dataset of the Open Reaction Database (ORD), a public repository of structured organic reaction records. describe an organic reaction: reactants, conditions, products, and yield Starting materials: Na2WO4·2H2O, FC(OC1=CC2=C(NC(=N2)SCC2=NC=CC(=C2OC)OC)C=C1)F (5-difluoromethoxy-2-[[(3,4-dimethoxy-2-pyridinyl)methyl]thio]-1H-benzimidazole), [O-]S(=O)(=S)[O-].[Na+].[Na+] (Na2S2O3). Solvent: OO (H2O2), O (water), CO (methanol). Reaction conditions: time 30 minute. Yields the product crude product, COC=1C=CN=C(C1OC)C[S+](C=2NC=3C=CC(=CC3N2)OC(F)F)[O-] (Pantoprazole). RXN SMILES: [F:1][CH:2]([F:25])[O:3][C:4]1[CH:24]=[CH:23][C:7]2[NH:8][C:9]([S:11][CH2:12][C:13]3[C:18]([O:19][CH3:20])=[C:17]([O:21][CH3:22])[CH:16]=[CH:15][N:14]=3)=[N:10][C:6]=2[CH:5]=1.[O-:26]S([O-])(=S)=O.[Na+].[Na+]>CO.OO.O>[CH3:22][O:21][C:17]1[CH:16]=[CH:15][N:14]=[C:13]([CH2:12][S+:11]([O-:26])[C:9]2[NH:8][C:7]3[CH:23]=[CH:24][C:4]([O:3][CH:2]([F:1])[F:25])=[CH:5][C:6]=3[N:10]=2)[C:18]=1[O:19][CH3:20] |f:1.2.3|. Procedure: 0.4 g of 5-difluoromethoxy-2-[[(3,4-dimethoxy-2-pyridinyl)methyl]thio]-1H-benzimidazole was suspended in 6 ml of methanol at room temperature. 0.02 g of Na2WO4·2H2O oxidation catalyst was dissolved in 0.109 g H2O2 (35% aqueous solution), and further diluted with 2 ml of water. The oxidant/catalyst solution was added to the reactant solution dropwise so that the addition was completed in about 30 minutes while stirring at room temperature. The reaction was continued for additional 5.5 hours while... Starting materials: NC1C(N(C2=C(C(=N1)C1=CC=CC=C1)C=CC=C2)C(C)C)=O ((+)-3-amino-2,3-dihydro-1-(2-propyl)-2-oxo-5-phenyl-1H-1,4-benzodiazepine), C(CCl)Cl (EDC), C=1C=CC2=C(C1)N=NN2O (HOBT), C(=O)(OC(C)(C)C)N[C@H](CC1=CC=CC=C1)C(=O)O (N-BOC-D-phenylalanine). The solvent is C(O)([O-])=O.[Na+] (sodium hydrogen carbonate), C(C)(=O)OCC (ethyl acetate), CN(C=O)C (dimethylformamide). Run at time 2 hour. Yields the product N[C@@H](C(=O)NC1N=C(C2=C(N(C1=O)C(C)C)C=CC=C2)C2=CC=CC=C2)CC2=CC=CC=C2 ((2R)-2-Amino-3-phenyl-N-[2,3-dihydro-1-(2-propyl)-2-oxo-5-phenyl-1H-benzo[e][1,4]diazepin-3-yl]propionamide). Reaction SMILES: [NH2:1][CH:2]1[N:8]=[C:7]([C:9]2[CH:14]=[CH:13][CH:12]=[CH:11][CH:10]=2)[C:6]2[CH:15]=[CH:16][CH:17]=[CH:18][C:5]=2[N:4]([CH:19]([CH3:21])[CH3:20])[C:3]1=[O:22].C(Cl)CCl.C1C=CC2N(O)N=NC=2C=1.C([NH:44][C@@H:45]([C:53](O)=[O:54])[CH2:46][C:47]1[CH:52]=[CH:51][CH:50]=[CH:49][CH:48]=1)(OC(C)(C)C)=O>CN(C)C=O.C(=O)([O-])O.[Na+].C(OCC)(=O)C>[NH2:44][C@H:45]([CH2:46][C:47]1[CH:52]=[CH:51][CH:50]=[CH:49][CH:48]=1)[C:53]([NH:1][CH:2]1[C:3](=[O:22])[N:4]([CH:19]([CH3:20])[CH3:21])[C:5]2[CH:18]=[CH:17][CH:16]=[CH:15][C:6]=2[C:7]([C:9]2[CH:14]=[CH:13][CH:12]=[CH:11][CH:10]=2)=[N:8]1)=[O:54] |f:5.6|. Reported procedure: To a stirring solution of (+)-3-amino-2,3-dihydro-1-(2-propyl)-2-oxo-5-phenyl-1H-1,4-benzodiazepine (40.8 g, 139 mmol) in dimethylformamide (140 mL) was added EDC (32.0 g, 167 mmol), HOBT (22.6 g, 167 mmol) and N-BOC-D-phenylalanine (44.3 g, 167 mmol). This was stirred at ambient temperature for 2 h. The reaction was diluted with saturated aqueous sodium hydrogen carbonate (1.5 L) and extracted with ethyl acetate (3×1 L). The organic layers were combined, dried with brine, anhydrous magnesium su... The product is C(C)(C)(C)OC(=O)N1CCC(=CC1)C(C1=CC=C(C=C1)F)C(=O)O (1-t-butoxycarbonyl-4-[carboxy-(4-fluorophenyl)methyl]-3,6-dihydro-2H-pyridine). As a reaction SMILES: [C:1]([O:5][C:6]([N:8]1[CH2:13][CH2:12][C:11]([CH:15]([C:23]([OH:25])=[O:24])[C:16]2[CH:21]=[CH:20][C:19]([F:22])=[CH:18][CH:17]=2)(O)[CH2:10][CH2:9]1)=[O:7])([CH3:4])([CH3:3])[CH3:2].S(=O)(=O)(O)O.[OH-].[Na+].C(OC(OC(OC(C)(C)C)=O)=O)(C)(C)C.S([O-])(O)(=O)=O.[K+]>C(Cl)(Cl)Cl.O1CCOCC1>[C:1]([O:5][C:6]([N:8]1[CH2:9][CH:10]=[C:11]([CH:15]([C:23]([OH:25])=[O:24])[C:16]2[CH:21]=[CH:20][C:19]([F:22])=[CH:18][CH:17]=2)[CH2:12][CH2:13]1)=[O:7])([CH3:4])([CH3:2])[CH3:3] |f:2.3,5.6|. Solvent: O1CCOCC1 (1,4-dioxane), C(Cl)(Cl)Cl (chloroform). The reactants are C(C)(C)(C)OC(=O)N1CCC(CC1)(O)C(C1=CC=C(C=C1)F)C(=O)O (1-t-Butoxycarbonyl-4-[carboxy-(4-fluorophenyl)methyl]-4-hydroxypiperidine), S(=O)(=O)(O)[O-].[K+] (potassium hydrogensulfate), S(O)(O)(=O)=O (sulfuric acid), [OH-].[Na+] (sodium hydroxide), C(C)(C)(C)OC(=O)OC(=O)OC(C)(C)C (di-t-butyldicarbonate). Run at time 30 minute. Yield: 94.8%. Reported procedure: 20.0 g of 1-t-Butoxycarbonyl-4-[carboxy-(4-fluorophenyl)methyl]-4-hydroxypiperidine was suspended in 40 ml of chloroform, and 40 ml of conc. sulfuric acid was added dropwise with ice-cooling. The reaction solution was refluxed with heating for 3 hours and, after ice-cooling, 250 ml of 4M sodium hydroxide solution, 200 ml of 1,4-dioxane and 14.8 g of di-t-butyldicarbonate were added. After stirring at room temperature for 30 minutes, the reaction solution was made acidic with potassium hydrogensu... Starting materials: CCC1Cc2ccc(OC)cc2C1=NO, NC1CCc2ncccc21. Product: CCC1Cc2ccc(OC)cc2C1N. RXN SMILES: [CH2:11]([CH3:12])[CH:13]1[C:14](=[N:24][OH:25])[c:15]2[cH:16][c:17]([O:22][CH3:23])[cH:18][cH:19][c:20]2[CH2:21]1.[n:1]1[cH:2][cH:3][cH:4][c:5]2[c:10]1[CH2:9][CH2:8][CH:6]2[NH2:7]>>[CH2:11]([CH3:12])[CH:13]1[CH:14]([NH2:24])[c:15]2[cH:16][c:17]([O:22][CH3:23])[cH:18][cH:19][c:20]2[CH2:21]1.